Task: describe an organic reaction: reactants, conditions, products, and yield. Dataset: the Open Reaction Database (ORD), a public repository of structured organic reaction records The reactants are FC(C1=C(C=CC=C1)S(=O)(=O)N=C=O)(F)F (2-trifluoromethylphenylsulphonyl isocyanate), ClC1=NC(=CC(=C1)C=1N=C(SC1)N)Cl ([4-(2,6-dichloropyridin-4-yl)-thiazol-2-yl]-amine). The solvent is C(C)#N (acetonitrile). The product is ClC1=NC(=CC(=C1)C=1N=C(SC1)NC(=O)NS(=O)(=O)C1=C(C=CC=C1)C(F)(F)F)Cl (N-[4-(2,6-dichloro-pyridin-4-yl)-thiazol-2-yl]-N'-(2-trifluoromethyl-phenylsulphonyl)-urea). The yield is 93.8%. As a reaction SMILES: [F:1][C:2]([F:16])([F:15])[C:3]1[CH:8]=[CH:7][CH:6]=[CH:5][C:4]=1[S:9]([N:12]=[C:13]=[O:14])(=[O:11])=[O:10].[Cl:17][C:18]1[CH:23]=[C:22]([C:24]2[N:25]=[C:26]([NH2:29])[S:27][CH:28]=2)[CH:21]=[C:20]([Cl:30])[N:19]=1>C(#N)C>[Cl:17][C:18]1[CH:23]=[C:22]([C:24]2[N:25]=[C:26]([NH:29][C:13]([NH:12][S:9]([C:4]3[CH:5]=[CH:6][CH:7]=[CH:8][C:3]=3[C:2]([F:15])([F:1])[F:16])(=[O:11])=[O:10])=[O:14])[S:27][CH:28]=2)[CH:21]=[C:20]([Cl:30])[N:19]=1. Procedure: 7.53 g (0.03 mol) of 2-trifluoromethylphenylsulphonyl isocyanate are added to a solution of 7.38 g (0.03 mol) of [4-(2,6-dichloropyridin-4-yl)-thiazol-2-yl]-amine in 180 ml of acetonitrile at 75° C. in the course of 5 minutes, while stirring. The reaction mixture is stirred at 75° C. for a further 3 hours and then cooled to room temperature, and the solid which has precipitated out is filtered off with suction, washed twice with 10 ml of acetonitrile each time and dried at 45° C. under reduced p... Reactants: C(C)OC=1C=C(C=CC1OCC)CC(C)N (3-(3,4-diethoxyphenyl)-2-aminopropane), C([O-])([O-])=O.[Na+].[Na+] (sodium carbonate), C(=O)(OCC)N1C(C=2C(C1=O)=CC=CC2)=O (N-carbethoxyphthalimide). The solvent is C(C)#N (acetonitrile), O (water). Reaction conditions: time 40 minute. Yields the product C1(C=2C(C(N1C(C)CC1=CC(=C(C=C1)OC)OC)=O)=CC=CC2)=O (2-Phthalimido-3-(3,4-dimethoxyphenyl) propane). Isolated yield 53.2%. RXN SMILES: [CH2:1]([O:3][C:4]1[CH:5]=[C:6]([CH2:13][CH:14]([NH2:16])[CH3:15])[CH:7]=[CH:8][C:9]=1[O:10][CH2:11]C)C.C(=O)([O-])[O-].[Na+].[Na+].C(N1[C:32](=[O:33])[C:31]2=[CH:34][CH:35]=[CH:36][CH:37]=[C:30]2[C:29]1=[O:38])(OCC)=O>O.C(#N)C>[C:29]1(=[O:38])[N:16]([CH:14]([CH2:13][C:6]2[CH:7]=[CH:8][C:9]([O:10][CH3:11])=[C:4]([O:3][CH3:1])[CH:5]=2)[CH3:15])[C:32](=[O:33])[C:31]2=[CH:34][CH:35]=[CH:36][CH:37]=[C:30]12 |f:1.2.3|. Procedure details: To a stirred solution of 3-(3,4-diethoxyphenyl)-2-aminopropane (1.95 grams, 10.0 mmol) and sodium carbonate (1.06 grams, 10.0 mmol) in 50 milliliters of water was added N-carbethoxyphthalimide (2.19 grams/10.0 mmol). After 10 minutes the reaction mixture was diluted with 40 milliliters of acetonitrile and the mixture stirred for 40 minutes. The reaction solution was partially concentrated in vacuo to remove the acetonitrile. The resulting mixture of an oil and aqueous layer was extracted with me... Starting materials: COC=1C=C(CC2N(CCCC3=C2C=C(C(=C3)OC)OC)C(C(=O)O)C3=CC=CC=C3)C=CC1OC ([1-(3,4-dimethoxy-benzyl)-7,8-dimethoxy-1,3,4,5-tetrahydro-benzo[c]azepin-2-yl]-phenyl-acetic acid), COCCCN (3-methoxypropylamine). The product is COC=1C=C(CC2N(CCCC3=C2C=C(C(=C3)OC)OC)C(C(=O)NCCCOC)C3=CC=CC=C3)C=CC1OC (2-[1-(3,4-Dimethoxy-benzyl)-7,8-dimethoxy-1,3,4,5-tetrahydro-benzo[c]azepin-2-yl]-N-(3-methoxy-propyl)-2-phenyl-acetamide). Procedure details: prepared by reaction of [1-(3,4-dimethoxy-benzyl)-7,8-dimethoxy-1,3,4,5-tetrahydro-benzo[c]azepin-2-yl]-phenyl-acetic acid with 3-methoxypropylamine. Reaction SMILES: [CH3:1][O:2][C:3]1[CH:4]=[C:5]([CH:32]=[CH:33][C:34]=1[O:35][CH3:36])[CH2:6][CH:7]1[C:13]2[CH:14]=[C:15]([O:20][CH3:21])[C:16]([O:18][CH3:19])=[CH:17][C:12]=2[CH2:11][CH2:10][CH2:9][N:8]1[CH:22]([C:26]1[CH:31]=[CH:30][CH:29]=[CH:28][CH:27]=1)[C:23]([OH:25])=O.[CH3:37][O:38][CH2:39][CH2:40][CH2:41][NH2:42]>>[CH3:1][O:2][C:3]1[CH:4]=[C:5]([CH:32]=[CH:33][C:34]=1[O:35][CH3:36])[CH2:6][CH:7]1[C:13]2[CH:14]=[C:15]([O:20][CH3:21])[C:16]([O:18][CH3:19])=[CH:17][C:12]=2[CH2:11][CH2:10][CH2:9][N:8]1[CH:22]([C:26]1[CH:27]=[CH:28][CH:29]=[CH:30][CH:31]=1)[C:23]([NH:42][CH2:41][CH2:40][CH2:39][O:38][CH3:37])=[O:25]. Starting materials: CC=1C=NC=2CCCCC2C1 (3-methyl-5,6,7,8-tetrahydroquinoline), C(CCC)[Li] (butyl lithium), CCCCCC (hexane), C(C)(C)NC(C)C (di-isopropylamine), C[Si](C)(C)N=C=S (trimethylsilylisothiocyanate), Cl (HCl). Solvent: O (water), C1=CC=CC=C1 (benzene). The product is CC=1C=NC=2C(CCCC2C1)C(N)=S (3-Methyl-5,6,7,8-tetrahydroquinoline-8-thiocarboxamide). Yield: 43.1%. RXN SMILES: C(NC(C)C)(C)C.C([Li])CCC.CCCCCC.[CH3:19][C:20]1[CH:21]=[N:22][C:23]2[CH2:24][CH2:25][CH2:26][CH2:27][C:28]=2[CH:29]=1.C[Si]([N:34]=[C:35]=[S:36])(C)C.Cl>C1C=CC=CC=1.O>[CH3:19][C:20]1[CH:21]=[N:22][C:23]2[CH:24]([C:35](=[S:36])[NH2:34])[CH2:25][CH2:26][CH2:27][C:28]=2[CH:29]=1. Procedure: A solution of di-isopropylamine (11.11 g., 0.11 mol) in benzene (50 ml.) was cooled to 0° C and treated portionwise with a 9% w/v solution of butyl lithium in hexane (79 ml., 0.11 mol.). After 45 minutes at 0° C the solution was treated dropwise with 3-methyl-5,6,7,8-tetrahydroquinoline (14.7 g., 0.10 mol.) with rapid stirring and under an atmosphere of nitrogen. After 11/2 hours at 0° C the red suspension was treated portionwise over 2 minutes with trimethylsilylisothiocyanate (14.7 ml., 0.11 m... The reactants are Cl (hydrochloric acid), [OH-].[Na+] (sodium hydroxide), resultant product, ClC=1C=C(CN2C[C@@H](OCC2)CNC(CSC=2SC=C(N2)C(=O)OCC)=O)C=CC1Cl ((2S)-N-{[4-(3,4-dichlorobenzyl)morpholin-2-yl]methyl}-[4-(ethoxycarbonyl)thiazol-2-ylthio]acetamide). Run in O1CCCC1 (tetrahydrofuran), CO (methanol). Run at time 8 hour. Product: C(=O)(O)C=1N=C(SC1)SCC(=O)NC[C@H]1CN(CCO1)CC1=CC(=C(C=C1)Cl)Cl ((2S)-(4-carboxythiazol-2-ylthio)-N-{[4-(3,4-dichlorobenzyl)morpholin-2-yl]methyl}acetamide). As a reaction SMILES: [Cl:1][C:2]1[CH:3]=[C:4]([CH:28]=[CH:29][C:30]=1[Cl:31])[CH2:5][N:6]1[CH2:11][CH2:10][O:9][C@@H:8]([CH2:12][NH:13][C:14](=[O:27])[CH2:15][S:16][C:17]2[S:18][CH:19]=[C:20]([C:22]([O:24]CC)=[O:23])[N:21]=2)[CH2:7]1.[OH-].[Na+].Cl>CO.O1CCCC1>[C:22]([C:20]1[N:21]=[C:17]([S:16][CH2:15][C:14]([NH:13][CH2:12][C@@H:8]2[O:9][CH2:10][CH2:11][N:6]([CH2:5][C:4]3[CH:28]=[CH:29][C:30]([Cl:31])=[C:2]([Cl:1])[CH:3]=3)[CH2:7]2)=[O:27])[S:18][CH:19]=1)([OH:24])=[O:23] |f:1.2|. Procedure details: The resultant product (850 mg) of (1-4) was dissolved in methanol (4 mL) and tetrahydrofuran (4 mL), 1 mol/L aqueous sodium hydroxide solution (4 mL) was added, and the mixture was stirred overnight at room temperature. 1 mol/L hydrochloric acid was added to the reaction mixture, and the organic solvent alone was evaporated under reduced pressure. Saturated brine was added to the obtained residue, and the mixture was extracted with a mixed solvent of chloroform-methanol. The extract was dried ov... The reactants are CCCC(=O)Nc1nc2ccc(OS(=O)(=O)c3ccc(F)cc3)cc2s1, CCOC(C)=O, CN1CCCC1=O, CC(C)N(CCN)C(C)C, Cl, C1COCCO1. Product: CCCC(=O)Nc1nc2ccc(OS(=O)(=O)c3ccc(NCCN(C(C)C)C(C)C)cc3)cc2s1, Cl. As a reaction SMILES: [C:1]([CH2:2][CH2:3][CH3:4])(=[O:5])[NH:6][c:7]1[s:8][c:9]2[c:10]([n:11]1)[cH:12][cH:13][c:14]([O:16][S:17](=[O:18])(=[O:19])[c:20]1[cH:21][cH:22][c:23]([F:26])[cH:24][cH:25]1)[cH:15]2.[CH3:37][CH2:38][O:39][C:40](=[O:41])[CH3:42].[CH3:44][N:45]1[CH2:46][CH2:47][CH2:48][C:49]1=[O:50].[CH:27]([CH3:28])([CH3:29])[N:30]([CH2:31][CH2:32][NH2:33])[CH:34]([CH3:35])[CH3:36].[ClH:43].[O:51]1[CH2:52][CH2:53][O:54][CH2:55][CH2:56]1>>[C:1]([CH2:2][CH2:3][CH3:4])(=[O:5])[NH:6][c:7]1[s:8][c:9]2[c:10]([n:11]1)[cH:12][cH:13][c:14]([O:16][S:17](=[O:18])(=[O:19])[c:20]1[cH:21][cH:22][c:23]([NH:33][CH2:32][CH2:31][N:30]([CH:27]([CH3:28])[CH3:29])[CH:34]([CH3:35])[CH3:36])[cH:24][cH:25]1)[cH:15]2.[ClH:43]. Reactants: C(C)OC(=O)N1C=CC2=CC(=CC=C12)S(=O)(=O)C=1C=C(C2=C(C1)C=1CN(CCC1O2)C(=O)OC(C)(C)C)OC (tert-butyl 8-((1-(ethoxycarbonyl)-1H-indol-5-yl)sulfonyl)-6-methoxy-3,4-dihydrobenzofuro[3,2-c]pyridine-2(1H)-carboxylate), hydrochloride salt, Cl (HCl). Run in ClCCl (dichloromethane), CO (methanol). Product: Cl.N1C=CC2=CC(=CC=C12)S(=O)(=O)C=1C=C(C2=C(C1)C=1CNCCC1O2)OC (8-((1H-indol-5-yl)sulfonyl)-6-methoxy-1,2,3,4-tetrahydrobenzofuro[3,2-c]pyridine hydrochloride). RXN SMILES: C(OC([N:6]1[C:14]2[C:9](=[CH:10][C:11]([S:15]([C:18]3[CH:19]=[C:20]([O:38][CH3:39])[C:21]4[O:30][C:29]5[CH2:28][CH2:27][N:26](C(OC(C)(C)C)=O)[CH2:25][C:24]=5[C:22]=4[CH:23]=3)(=[O:17])=[O:16])=[CH:12][CH:13]=2)[CH:8]=[CH:7]1)=O)C.[ClH:40]>ClCCl.CO>[ClH:40].[NH:6]1[C:14]2[C:9](=[CH:10][C:11]([S:15]([C:18]3[CH:19]=[C:20]([O:38][CH3:39])[C:21]4[O:30][C:29]5[CH2:28][CH2:27][NH:26][CH2:25][C:24]=5[C:22]=4[CH:23]=3)(=[O:17])=[O:16])=[CH:12][CH:13]=2)[CH:8]=[CH:7]1 |f:4.5|. Procedure: The product obtained in step D (10 mg, 0.02 mmol) was converted to hydrochloride salt by dissolving in dichloromethane and treating with 1.25 M HCl in methanol. The reaction mixture was concentrated in vacuo to give 8-((1H-indol-5-yl)sulfonyl)-6-methoxy-1,2,3,4-tetrahydrobenzofuro[3,2-c]pyridine hydrochloride (7 mg, 64%, AUC HPLC 97.6%) as a white solid: mp <<MP data>>; 1H NMR (DMSO-d6, 400 MHz) δ 11.64 (s, 1H), 9.20 (br s, 2H), 8.27 (d, J=2.0 Hz, 1H), 7.93 (d, J=1.6 Hz, 1H), 7.66 (dd, J=8.8, 2.... Reactants: FC1=CC=C(C=C1)CCC(=O)N1CC2C(C2C1)(C)C=1C=C(C=CC1)NS(=O)(=O)C (N-(3-{3-[3-(4-fluorophenyl)propanoyl]-6-methyl-3-azabicyclo[3.1.0]hex-6-yl}phenyl)methanesulfonamide), [H-].[Al+3].[Li+].[H-].[H-].[H-] (lithium aluminium hydride), O (water), C(O)([O-])=O.[Na+] (sodium hydrogen carbonate). Solvent: O1CCCC1 (tetrahydrofuran), C(C)(=O)OCC (ethyl acetate). Reaction conditions: time 3 hour. Yields the product FC1=CC=C(C=C1)CCCN1CC2C(C2C1)(C)C=1C=C(C=CC1)NS(=O)(=O)C (N-(3-{3-[3-(4-Fluorophenyl)propyl]-6-methyl-3-azabicyclo[3.1.0]hex-6-yl}phenyl)methanesulfonamide). Yield: 61.5%. RXN SMILES: [F:1][C:2]1[CH:7]=[CH:6][C:5]([CH2:8][CH2:9][C:10]([N:12]2[CH2:17][CH:16]3[CH:14]([C:15]3([C:19]3[CH:20]=[C:21]([NH:25][S:26]([CH3:29])(=[O:28])=[O:27])[CH:22]=[CH:23][CH:24]=3)[CH3:18])[CH2:13]2)=O)=[CH:4][CH:3]=1.[H-].[Al+3].[Li+].[H-].[H-].[H-].O.C(=O)([O-])O.[Na+]>O1CCCC1.C(OCC)(=O)C>[F:1][C:2]1[CH:7]=[CH:6][C:5]([CH2:8][CH2:9][CH2:10][N:12]2[CH2:13][CH:14]3[CH:16]([C:15]3([C:19]3[CH:20]=[C:21]([NH:25][S:26]([CH3:29])(=[O:27])=[O:28])[CH:22]=[CH:23][CH:24]=3)[CH3:18])[CH2:17]2)=[CH:4][CH:3]=1 |f:1.2.3.4.5.6,8.9|. Procedure details: To a solution of N-(3-{3-[3-(4-fluorophenyl)propanoyl]-6-methyl-3-azabicyclo[3.1.0]hex-6-yl}phenyl)methanesulfonamide (Preparation 118, 86 mg, 0.21 mmol) in anhydrous tetrahydrofuran (2 ml) under a nitrogen atmosphere at 0° C. was added dropwise lithium aluminium hydride (1.0M solution in tetrahydrofuran, 0.42 ml, 0.42 mmol) and the mixture was stirred at room temperature for 3 h. The rapidly stirred reaction mixture was treated sequentially with water (0.42 ml), sodium hydrogen carbonate (400 m...